Dataset: the Open Reaction Database (ORD), a public repository of structured organic reaction records. Task: describe an organic reaction: reactants, conditions, products, and yield The reactants are O (water), FC1=CC2=C(N(C(CO2)=O)CC#C)C=C1N1C(NC(C1=O)=C(C)C)=O (3-[7-fluoro-4-propargyl-2H-1,4-bezoxazin-3(4H)-on-6-yl]-5-isopropylidenehydantoin), C([O-])([O-])=O.[K+].[K+] (potassium carbonate), IC (iodomethane), 32. Solvent: CN(C=O)C (N,N-dimethylformamide). Run at temperature 70 celsius. Product: CN1C(=O)N(C(=O)C1=C(C)C)C=1C(=CC2=C(N(C(CO2)=O)CC#C)C1)F (1-methyl-3-[7-fluoro-4-propargyl-2H-1,4-bezoxazin-3(4H)-on-6-yl]-5-isopropylidenehydantoin). RXN SMILES: [F:1][C:2]1[C:15]([N:16]2[C:20](=[O:21])[C:19](=[C:22]([CH3:24])[CH3:23])[NH:18][C:17]2=[O:25])=[CH:14][C:5]2[N:6]([CH2:11][C:12]#[CH:13])[C:7](=[O:10])[CH2:8][O:9][C:4]=2[CH:3]=1.[C:26](=O)([O-])[O-].[K+].[K+].IC.O>CN(C)C=O>[CH3:26][N:18]1[C:19](=[C:22]([CH3:23])[CH3:24])[C:20](=[O:21])[N:16]([C:15]2[C:2]([F:1])=[CH:3][C:4]3[O:9][CH2:8][C:7](=[O:10])[N:6]([CH2:11][C:12]#[CH:13])[C:5]=3[CH:14]=2)[C:17]1=[O:25] |f:1.2.3|. Procedure details: 3-[7-fluoro-4-propargyl-2H-1,4-bezoxazin-3(4H)-on-6-yl]-5-isopropylidenehydantoin (1.2 g), potassium carbonate (3.0 g) and iodomethane (3.0 g) were dissolved in N,N-dimethylformamide (30 ml), followed by heating at 70° C. for 6 hours. The reaction mixture was allowed to cool, combined with water and extracted with ethyl acetate. The organic layer was purified by silica gel column chromatography using a mixture of toluene and ethyl acetate as the eluent to give Compound No. 32 (1.1 g). Reactants: CCOC(=O)Cl, Cl, CN(C(=O)N(C)C1CN(C(=O)NC2CCC(N)CC2)CC1c1ccc(F)cc1)c1cc(C(F)(F)F)cc(C(F)(F)F)c1. RXN SMILES: [C:44]([O:45][CH2:46][CH3:47])(=[O:48])[Cl:49].[ClH:1].[NH2:2][CH:3]1[CH2:4][CH2:5][CH:6]([NH:9][C:10](=[O:11])[N:12]2[CH2:13][CH:14]([N:24]([CH3:25])[C:26]([N:27]([CH3:28])[c:29]3[cH:30][c:31]([C:39]([F:40])([F:41])[F:42])[cH:32][c:33]([C:35]([F:36])([F:37])[F:38])[cH:34]3)=[O:43])[CH:15]([c:17]3[cH:18][cH:19][c:20]([F:23])[cH:21][cH:22]3)[CH2:16]2)[CH2:7][CH2:8]1>>[NH:2]([CH:3]1[CH2:4][CH2:5][CH:6]([NH:9][C:10](=[O:11])[N:12]2[CH2:13][CH:14]([N:24]([CH3:25])[C:26]([N:27]([CH3:28])[c:29]3[cH:30][c:31]([C:39]([F:40])([F:41])[F:42])[cH:32][c:33]([C:35]([F:36])([F:37])[F:38])[cH:34]3)=[O:43])[CH:15]([c:17]3[cH:18][cH:19][c:20]([F:23])[cH:21][cH:22]3)[CH2:16]2)[CH2:7][CH2:8]1)[C:44]([O:45][CH2:46][CH3:47])=[O:48]. The product is CCOC(=O)NC1CCC(NC(=O)N2CC(c3ccc(F)cc3)C(N(C)C(=O)N(C)c3cc(C(F)(F)F)cc(C(F)(F)F)c3)C2)CC1.